From a dataset of the Open Reaction Database (ORD), a public repository of structured organic reaction records. describe an organic reaction: reactants, conditions, products, and yield Starting materials: CN(C)P(=O)(N(C)C)N(C)C, COC(=O)CCCCC(=O)OCNS(=O)(=O)c1cc(C(=O)OCC(Cl)(Cl)Cl)c(NCc2ccco2)cc1Cl, N#C[Na]. Product: O=C(O)CCCCC(=O)OCNS(=O)(=O)c1cc(C(=O)OCC(Cl)(Cl)Cl)c(NCc2ccco2)cc1Cl. As a reaction SMILES: [CH3:42][N:43]([P:44]([N:45]([CH3:46])[CH3:47])([N:48]([CH3:49])[CH3:50])=[O:51])[CH3:52].[Cl:1][c:2]1[c:3]([S:23](=[O:24])(=[O:25])[NH:26][CH2:27][O:28][C:29]([CH2:30][CH2:31][CH2:32][CH2:33][C:34](=[O:35])[O:36][CH3:37])=[O:38])[cH:4][c:5]([C:15](=[O:16])[O:17][CH2:18][C:19]([Cl:20])([Cl:21])[Cl:22])[c:6]([NH:8][CH2:9][c:10]2[o:11][cH:12][cH:13][cH:14]2)[cH:7]1.[Na:39][C:40]#[N:41]>>[Cl:1][c:2]1[c:3]([S:23](=[O:24])(=[O:25])[NH:26][CH2:27][O:28][C:29]([CH2:30][CH2:31][CH2:32][CH2:33][C:34](=[O:35])[OH:36])=[O:38])[cH:4][c:5]([C:15](=[O:16])[O:17][CH2:18][C:19]([Cl:20])([Cl:21])[Cl:22])[c:6]([NH:8][CH2:9][c:10]2[o:11][cH:12][cH:13][cH:14]2)[cH:7]1. Starting materials: OCc1nsc(Cl)c1Cl, ClCCl, O=[Cr](=O)([O-])Cl, c1cc[nH+]cc1. The product is O=Cc1nsc(Cl)c1Cl. As a reaction SMILES: [Cl:1][c:2]1[c:3]([CH2:8][OH:9])[n:4][s:5][c:6]1[Cl:7].[Cl:21][CH2:22][Cl:23].[O:10]=[Cr:11]([Cl:12])([O-:13])=[O:14].[nH+:15]1[cH:16][cH:17][cH:18][cH:19][cH:20]1>>[Cl:1][c:2]1[c:3]([CH:8]=[O:9])[n:4][s:5][c:6]1[Cl:7]. Product: C=CC(CC(O)C(CC1CCCCC1)NC(=O)C(Cc1c[nH]cn1)NC(=O)C(CC(=O)C1CCCN1C(=O)OC(C)(C)C)Cc1ccccc1)C(C)C. Reactants: CC(C)(C)OC(=O)N1CCCC1C(=O)CC(Cc1ccccc1)C(=O)O, C=CC(CC(O)C(CC1CCCCC1)NC(=O)C(N)Cc1c[nH]cn1)C(C)C. As a reaction SMILES: [CH2:1]([c:2]1[cH:3][cH:4][cH:5][cH:6][cH:7]1)[CH:8]([C:9](=[O:10])[OH:11])[CH2:12][C:13]([CH:14]1[N:15]([C:19](=[O:20])[O:21][C:22]([CH3:23])([CH3:24])[CH3:25])[CH2:16][CH2:17][CH2:18]1)=[O:26].[NH2:27][CH:28]([C:29](=[O:30])[NH:31][CH:32]([CH:33]([CH2:34][CH:35]([CH:36]=[CH2:37])[CH:38]([CH3:39])[CH3:40])[OH:41])[CH2:42][CH:43]1[CH2:44][CH2:45][CH2:46][CH2:47][CH2:48]1)[CH2:49][c:50]1[n:51][cH:52][nH:53][cH:54]1>>[CH2:1]([c:2]1[cH:3][cH:4][cH:5][cH:6][cH:7]1)[CH:8]([C:9](=[O:11])[NH:27][CH:28]([C:29](=[O:30])[NH:31][CH:32]([CH:33]([CH2:34][CH:35]([CH:36]=[CH2:37])[CH:38]([CH3:39])[CH3:40])[OH:41])[CH2:42][CH:43]1[CH2:44][CH2:45][CH2:46][CH2:47][CH2:48]1)[CH2:49][c:50]1[n:51][cH:52][nH:53][cH:54]1)[CH2:12][C:13]([CH:14]1[N:15]([C:19](=[O:20])[O:21][C:22]([CH3:23])([CH3:24])[CH3:25])[CH2:16][CH2:17][CH2:18]1)=[O:26]. The reactants are C1(=CC=C(C=C1)S(=O)(=O)[O-])C.[NH+]1=CC=CC=C1 (pyridinium p-toluenesulfonate), S1C2=C(C=C1)C=C(C=C2)C(COCCOS(=O)(=O)C2=CC=C(C=C2)C)O (1-(benzo[b]thiophen-5-yl)-2-[2-(p-toluenesulfonyloxy)-ethoxy]ethanol), O1CCCC=C1 (3,4-dihydro-2H-pyran). Run in C(Cl)Cl (methylene chloride). Conditions: time 30 minute. Yields the product S1C2=C(C=C1)C=C(C=C2)C(COCCOS(=O)(=O)C2=CC=C(C=C2)C)OC2OCCCC2 (1-(benzo[b]-thiophen-5-yl)-1-(2-tetrahydropyranyloxy)-2-[2-(p-toluenesulfonyloxy)ethoxy]ethane). As a reaction SMILES: C1(C)C=CC(S([O-])(=O)=O)=CC=1.[NH+]1C=CC=CC=1.[S:18]1[CH:22]=[CH:21][C:20]2[CH:23]=[C:24]([CH:27]([OH:43])[CH2:28][O:29][CH2:30][CH2:31][O:32][S:33]([C:36]3[CH:41]=[CH:40][C:39]([CH3:42])=[CH:38][CH:37]=3)(=[O:35])=[O:34])[CH:25]=[CH:26][C:19]1=2.[O:44]1[CH:49]=[CH:48][CH2:47][CH2:46][CH2:45]1>C(Cl)Cl>[S:18]1[CH:22]=[CH:21][C:20]2[CH:23]=[C:24]([CH:27]([O:43][CH:45]3[CH2:46][CH2:47][CH2:48][CH2:49][O:44]3)[CH2:28][O:29][CH2:30][CH2:31][O:32][S:33]([C:36]3[CH:37]=[CH:38][C:39]([CH3:42])=[CH:40][CH:41]=3)(=[O:35])=[O:34])[CH:25]=[CH:26][C:19]1=2 |f:0.1|. Procedure details: 0.97 g of pyridinium p-toluenesulfonate was added, at room temperature, to a solution of 7.6 g of 1-(benzo[b]thiophen-5-yl)-2-[2-(p-toluenesulfonyloxy)-ethoxy]ethanol and 3.5 ml of 3,4-dihydro-2H-pyran dissolved in 40 ml of methylene chloride. The mixture was stirred at the same temperature for 20 minutes and further at 40°-45° C. for 30 minutes. The reaction mixture was washed with water and dried over anhydrous magnesium sulfate. The solvent was removed by distillation under reduced pressure t... The reactants are C, COC(=O)c1ccc(CN2C(=O)CCc3c(C=C4SC(=O)NC4=O)ccc(OC)c32)cc1, CN(C)C=O, [Pd]. Product: COC(=O)c1ccc(CN2C(=O)CCc3c(CC4SC(=O)NC4=O)ccc(OC)c32)cc1. Reaction SMILES: [C:33].[CH3:1][O:2][c:3]1[cH:4][cH:5][c:6]([CH:25]=[C:26]2[C:27](=[O:32])[NH:28][C:29](=[O:31])[S:30]2)[c:7]2[c:12]1[N:11]([CH2:13][c:14]1[cH:15][cH:16][c:17]([C:20](=[O:21])[O:22][CH3:23])[cH:18][cH:19]1)[C:10](=[O:24])[CH2:9][CH2:8]2.[O:35]=[CH:36][N:37]([CH3:38])[CH3:39].[Pd:34]>>[CH3:1][O:2][c:3]1[cH:4][cH:5][c:6]([CH2:25][CH:26]2[C:27](=[O:32])[NH:28][C:29](=[O:31])[S:30]2)[c:7]2[c:12]1[N:11]([CH2:13][c:14]1[cH:15][cH:16][c:17]([C:20](=[O:21])[O:22][CH3:23])[cH:18][cH:19]1)[C:10](=[O:24])[CH2:9][CH2:8]2. Procedure details: As in the preceding example, from 3.36 g of apovincamine and 1.17 g of caproic acid, there are obtained 4.1 of a semi-solid product, having low melting point, insoluble in water and alcohol, and with an apovincamine content of 71% Reactants: CC[C@@]12CCCN3[C@@H]1C4=C(C=5C=CC=CC5N4C(=C2)C(=O)OC)CC3 (apovincamine), C(CCCCC)(=O)O (caproic acid), CC[C@@]12CCCN3[C@@H]1C4=C(C=5C=CC=CC5N4C(=C2)C(=O)OC)CC3 (apovincamine). Product: CC[C@@]12CCCN3[C@@H]1C4=C(C=5C=CC=CC5N4C(=C2)C(=O)OC)CC3.C(CCCCC)(=O)[O-] (Apovincamine caproate). Reaction SMILES: [CH3:1][CH2:2][C@:3]12[CH:19]=[C:18]([C:20]([O:22][CH3:23])=[O:21])[N:17]3[C:9]4=[C:10]([CH2:24][CH2:25][N:7]([C@@H:8]14)[CH2:6][CH2:5][CH2:4]2)[C:11]1[CH:12]=[CH:13][CH:14]=[CH:15][C:16]=13.[C:26]([OH:33])(=[O:32])[CH2:27][CH2:28][CH2:29][CH2:30][CH3:31]>O>[CH3:1][CH2:2][C@:3]12[CH:19]=[C:18]([C:20]([O:22][CH3:23])=[O:21])[N:17]3[C:9]4=[C:10]([CH2:24][CH2:25][N:7]([C@@H:8]14)[CH2:6][CH2:5][CH2:4]2)[C:11]1[CH:12]=[CH:13][CH:14]=[CH:15][C:16]=13.[C:26]([O-:33])(=[O:32])[CH2:27][CH2:28][CH2:29][CH2:30][CH3:31] |f:3.4|. The solvent is O (water), alcohol. Reactants: C(C(=O)Cl)(=O)Cl (oxalyl chloride), COC=1C=C(C=C(C1OC)OC)CCC(=O)C1C(CCC1)=O (2-[3-(3,4,5-trimethoxyphenyl)-1-oxopropyl]-cyclo-pentanone). Run in C(Cl)(Cl)Cl (chloroform). Conditions: time 3 hour. The product is ClC1=C(CCC1)C(CCC1=CC(=C(C(=C1)OC)OC)OC)=O (1-(2-chloro-1-cyclopenten-1-yl)-3-(3,4,5-trimethoxy-phenyl)-propan-1-one). As a reaction SMILES: C(Cl)(=O)C([Cl:4])=O.[CH3:7][O:8][C:9]1[CH:10]=[C:11]([CH2:19][CH2:20][C:21]([CH:23]2[CH2:27][CH2:26][CH2:25][C:24]2=O)=[O:22])[CH:12]=[C:13]([O:17][CH3:18])[C:14]=1[O:15][CH3:16]>C(Cl)(Cl)Cl>[Cl:4][C:24]1[CH2:25][CH2:26][CH2:27][C:23]=1[C:21](=[O:22])[CH2:20][CH2:19][C:11]1[CH:10]=[C:9]([O:8][CH3:7])[C:14]([O:15][CH3:16])=[C:13]([O:17][CH3:18])[CH:12]=1. Reported procedure: 13 ml of oxalyl chloride were added at ambient temperature to a solution of 23 g of the product of Stage C and 230 ml of chloroform and the mixture was stirred for three hours at ambient temperature, and concentrated under reduced pressure by proceeding with two entrainments with cyclohexane to obtain 28 g of crude product which was crystallized from a mixture of 50 ml of cyclohexane and 50 ml of diisopropyl ether after partial concentration. Separation was carried out, followed by washing with ... Reactants: CC#N, CC1(C)C(=O)N(Cl)C(=O)N1Cl, CC(C)OC(=O)c1cc(N)c(F)c(Cl)n1, O. The product is CC(C)OC(=O)c1nc(Cl)c(F)c(N)c1Cl. As a reaction SMILES: [CH3:28][C:29]#[N:30].[Cl:16][N:17]1[C:18]([CH3:19])([CH3:20])[C:21](=[O:22])[N:23]([Cl:24])[C:25]1=[O:26].[NH2:1][c:2]1[cH:3][c:4]([C:10](=[O:11])[O:12][CH:13]([CH3:14])[CH3:15])[n:5][c:6]([Cl:9])[c:7]1[F:8].[OH2:27]>>[NH2:1][c:2]1[c:3]([Cl:16])[c:4]([C:10](=[O:11])[O:12][CH:13]([CH3:14])[CH3:15])[n:5][c:6]([Cl:9])[c:7]1[F:8]. Starting materials: O(C1=CC=CC=C1)C1=C2C(=NC=N1)N(N=C2)C2=C(C=CC=C2)C(F)(F)F (4-phenoxy-1-(2-(trifluoromethyl)phenyl)-1H-pyrazolo[3,4-d]pyrimidine), [H-].[Na+] (Sodium hydride), O[C@H](C(=O)NC1=NC=C(C=C1)C)COC(C)C ((S)-2-hydroxy-3-isopropoxy-N-(5-methylpyridin-2-yl)propanamide), O[C@H](C(=O)NC1=NC=C(C=C1)C)COC(C)C ((S)-2-hydroxy-3-isopropoxy-N-(5-methylpyridin-2-yl)propanamide), C(CC(O)(C(=O)O)CC(=O)O)(=O)O (citric acid). Run in C1CCOC1 (THF). Conditions: temperature 0 celsius, time 10 minute. Product: C(C)(C)OC[C@@H](C(=O)NC1=NC=C(C=C1)C)OC1=C2C(=NC=N1)N(N=C2)C2=C(C=CC=C2)C(F)(F)F ((2S)-3-isopropoxy-N-(5-methylpyridin-2-yl)-2-(1-(2-(trifluoromethyl)phenyl)-1H-pyrazolo[3,4-d]pyrimidin-4-yloxy)propanamide). The yield is 54.5%. As a reaction SMILES: [H-].[Na+].[OH:3][C@@H:4]([CH2:15][O:16][CH:17]([CH3:19])[CH3:18])[C:5]([NH:7][C:8]1[CH:13]=[CH:12][C:11]([CH3:14])=[CH:10][N:9]=1)=[O:6].O([C:27]1[N:32]=[CH:31][N:30]=[C:29]2[N:33]([C:36]3[CH:41]=[CH:40][CH:39]=[CH:38][C:37]=3[C:42]([F:45])([F:44])[F:43])[N:34]=[CH:35][C:28]=12)C1C=CC=CC=1.C(O)(=O)CC(CC(O)=O)(C(O)=O)O>C1COCC1>[CH:17]([O:16][CH2:15][C@H:4]([O:3][C:27]1[N:32]=[CH:31][N:30]=[C:29]2[N:33]([C:36]3[CH:41]=[CH:40][CH:39]=[CH:38][C:37]=3[C:42]([F:45])([F:44])[F:43])[N:34]=[CH:35][C:28]=12)[C:5]([NH:7][C:8]1[CH:13]=[CH:12][C:11]([CH3:14])=[CH:10][N:9]=1)=[O:6])([CH3:19])[CH3:18] |f:0.1|. Procedure details: Sodium hydride (10.78 mg, 0.27 mmol) was added to (S)-2-hydroxy-3-isopropoxy-N-(5-methylpyridin-2-yl)propanamide (Intermediate C7) (53.5 mg, 0.22 mmol) in anhydrous THF (50 mL) at 0° C. under nitrogen. The resulting solution was stirred at 0° C. for 10 minutes and then 4-phenoxy-1-(2-(trifluoromethyl)phenyl)-1H-pyrazolo[3,4-d]pyrimidine (Intermediate Z1) (80 mg, 0.22 mmol) was added. The reaction mixture was allowed to warm to room temperature and stirred for 1 hour. The reaction mixture was neu...